From a dataset of the Open Reaction Database (ORD), a public repository of structured organic reaction records. describe an organic reaction: reactants, conditions, products, and yield Starting materials: N(=NC(C#N)(C)C)C(C#N)(C)C (2,2'-Azobisisobutyronitrile), C(#N)C1=NN(C=C1C1C(C(C1)=O)(Cl)Cl)C1=C(C=C(C=C1Cl)C(F)(F)F)Cl (3-Cyano-4-(2,2-dichloro-3-oxocyclobutyl)-1-(2,6-dichloro-4-trifluoromethylphenyl)pyrazole), C(CCC)[SnH](CCCC)CCCC (tributyltin hydride). Conditions: temperature 2 celsius, time 18 hour. As a reaction SMILES: [C:1]([C:3]1[C:7]([CH:8]2[CH2:11][C:10](=[O:12])[C:9]2(Cl)Cl)=[CH:6][N:5]([C:15]2[C:20]([Cl:21])=[CH:19][C:18]([C:22]([F:25])([F:24])[F:23])=[CH:17][C:16]=2[Cl:26])[N:4]=1)#[N:2].N(C(C)(C)C#N)=NC(C)(C)C#N.C([SnH](CCCC)CCCC)CCC>C1(C)C=CC=CC=1>[C:1]([C:3]1[C:7]([CH:8]2[CH2:9][C:10](=[O:12])[CH2:11]2)=[CH:6][N:5]([C:15]2[C:16]([Cl:26])=[CH:17][C:18]([C:22]([F:23])([F:24])[F:25])=[CH:19][C:20]=2[Cl:21])[N:4]=1)#[N:2]. Yield: 81.7%. Yields the product C(#N)C1=NN(C=C1C1CC(C1)=O)C1=C(C=C(C=C1Cl)C(F)(F)F)Cl (3-Cyano-4-(3-oxocyclobutyl)-1-(2,6-dichloro-4-trifluoromethylphenyl)pyrazol). Solvent: C1(=CC=CC=C1)C (toluene), C1(=CC=CC=C1)C (toluene). Reported procedure: 3-Cyano-4-(2,2-dichloro-3-oxocyclobutyl)-1-(2,6-dichloro-4-trifluoromethylphenyl)pyrazole (3.00 g, 6.77 mmol, Example 1) was dissolved in dry toluene (60 ml) in a dry, nitrogen-flushed flask and cooled to 2° C. 2,2'-Azobisisobutyronitrile (134 mg, 0.81 mmol) was added in one portion followed by dropwise addition of tributyltin hydride (4.73 ml, 17.60 mmol) in dry toluene (10 ml). The mixture was allowed to slowly warm to room temperature and was stirred for 18 hr. The toluene was removed in vacu... The reactants are COC(=O)c1ccc(NCc2c(-c3ccccc3)noc2C)nc1, CCO, [Na+], [OH-]. Product: Cc1onc(-c2ccccc2)c1CNc1ccc(C(=O)O)cn1. Reaction SMILES: [CH3:1][O:2][C:3]([c:4]1[cH:5][n:6][c:7]([NH:10][CH2:11][c:12]2[c:13](-[c:18]3[cH:19][cH:20][cH:21][cH:22][cH:23]3)[n:14][o:15][c:16]2[CH3:17])[cH:8][cH:9]1)=[O:24].[CH3:27][CH2:28][OH:29].[Na+:26].[OH-:25]>>[O:2]=[C:3]([c:4]1[cH:5][n:6][c:7]([NH:10][CH2:11][c:12]2[c:13](-[c:18]3[cH:19][cH:20][cH:21][cH:22][cH:23]3)[n:14][o:15][c:16]2[CH3:17])[cH:8][cH:9]1)[OH:24]. As a reaction SMILES: [OH-].[Na+].Cl[CH2:4][CH:5]([OH:9])[CH2:6][CH2:7][Cl:8].[Br:10][C:11]1[CH:16]=[CH:15][C:14]([OH:17])=[CH:13][CH:12]=1>O>[Br:10][C:11]1[CH:16]=[CH:15][C:14]([O:17][CH2:4][CH:5]([OH:9])[CH2:6][CH2:7][Cl:8])=[CH:13][CH:12]=1 |f:0.1|. Conditions: time 15 minute. Isolated yield 37.0%. Run in O (water), O (water). Reported procedure: To a rapidly stirring solution of 22.5 g (0.56 mole) of sodium hydroxide in 400 ml of water was added, dropwise, 73.8 g (0.52 mole) of freshly distilled 1,4-dichloro-2-butanol. The mixture was stirred for 15 min at ambient temperature. To this mixture was added, over a 45 min period, a solution obtained by adding 75.0 g (0.43 mole) of 4-bromophenol to a solution of 18.0 g (0.47 mole) of sodium hydroxide in 430 ml of water. The mixture was stirred vigorously for 30 hr and then cooled to an ice ba... The reactants are [OH-].[Na+] (sodium hydroxide), BrC1=CC=C(C=C1)O (4-bromophenol), [OH-].[Na+] (sodium hydroxide), ClCC(CCCl)O (1,4-dichloro-2-butanol). Yields the product BrC1=CC=C(OCC(CCCl)O)C=C1 (1-(4-Bromophenoxy)-4-chloro-2-butanol). Starting materials: C(CN)N (ethylenediamine), ClCCl (dichloromethane), COC(C1=CC=C(C=C1)N(CC)CC1=C(C=C(C=C1)Br)OC(C1=CC=CC=C1)=O)=O (methyl-4-[N-(2-benzoyloxy-4-bromobenzyl)-N-ethylamino]benzoate), cuprous cyanide. The solvent is O (water), CN(C=O)C (N,N-dimethylformamide). Conditions: temperature 140 celsius. Product: COC(C1=CC=C(C=C1)N(CC)CC1=C(C=C(C=C1)C#N)OCC1=CC=CC=C1)=O (methyl-4-[N-(2-benzyloxy-4-cyanobenzyl)-N-ethylamino]benzoate). RXN SMILES: [CH3:1][O:2][C:3](=[O:30])[C:4]1[CH:9]=[CH:8][C:7]([N:10]([CH2:13][C:14]2[CH:19]=[CH:18][C:17](Br)=[CH:16][C:15]=2[O:21][C:22](=O)[C:23]2[CH:28]=[CH:27][CH:26]=[CH:25][CH:24]=2)[CH2:11][CH3:12])=[CH:6][CH:5]=1.C(N)[CH2:32][NH2:33].ClCCl>CN(C)C=O.O>[CH3:1][O:2][C:3](=[O:30])[C:4]1[CH:9]=[CH:8][C:7]([N:10]([CH2:13][C:14]2[CH:19]=[CH:18][C:17]([C:32]#[N:33])=[CH:16][C:15]=2[O:21][CH2:22][C:23]2[CH:28]=[CH:27][CH:26]=[CH:25][CH:24]=2)[CH2:11][CH3:12])=[CH:6][CH:5]=1. Procedure details: A mixture of methyl-4-[N-(2-benzoyloxy-4-bromobenzyl)-N-ethylamino]benzoate (5.64 g) and cuprous cyanide (1.28 g) in N,N-dimethylformamide (100 ml) was stirred and heated at 140° C. for 10 hours in an oil bath. The mixture was allowed to cool and was poured into a solution of ethylenediamine (10 ml) in water (240 ml). The resulting mixture was stirred for 30 minutes and then extracted three times with EtoAc (50 ml each time). The oil obtained on removal of the solvent was subjected to chromatogr... The reactants are ClC1=C(N)C=CC(=C1)S(=O)(=O)C (2-chloro-4-methylsulfonyl aniline), [Cu]C#N (copper (I) cyanide), N (ammonia), O (water). The solvent is CN1CCCC1 (N-methylpyrrolidine). Run at temperature 180 celsius, time 72 hour. The product is NC1=C(C#N)C=C(C=C1)S(=O)(=O)C (2-amino-5-methanesulfonyl-benzonitrile). RXN SMILES: Cl[C:2]1[CH:8]=[C:7]([S:9]([CH3:12])(=[O:11])=[O:10])[CH:6]=[CH:5][C:3]=1[NH2:4].[Cu][C:14]#[N:15].N.O>CN1CCCC1>[NH2:4][C:3]1[CH:5]=[CH:6][C:7]([S:9]([CH3:12])(=[O:11])=[O:10])=[CH:8][C:2]=1[C:14]#[N:15]. Reported procedure: To a solution of 2-chloro-4-methylsulfonyl aniline (1.0 g, 4.9 mmol) in N-methylpyrrolidine (10 mL) was added copper (I) cyanide (4.35 g, 48.6 mmol) under nitrogen. The reaction mixture was stirred at 180° C. for 72 hours, cooled to room temperature, poured to a 1:1 mixture of ammonia and water (200 mL), stirred for 1 hour, and then filtered off. The residue was washed with CH2Cl2 (50 mL) and filtrate was extracted with CH2Cl2 (3×20 mL). The combined organic layers were backwashed with water (50... Reactants: CSC(=C[N+](=O)[O-])NCCCSc1cccc(CN(C)C)n1, CN, CCO. Product: CNC(=C[N+](=O)[O-])NCCCSc1cccc(CN(C)C)n1. Reaction SMILES: [CH3:1][N:2]([CH3:3])[CH2:4][c:5]1[cH:6][cH:7][cH:8][c:9]([S:11][CH2:12][CH2:13][CH2:14][NH:15][C:16](=[CH:17][N+:18](=[O:19])[O-:20])[S:21][CH3:22])[n:10]1.[CH3:23][NH2:24].[CH3:25][CH2:26][OH:27]>>[CH3:1][N:2]([CH3:3])[CH2:4][c:5]1[cH:6][cH:7][cH:8][c:9]([S:11][CH2:12][CH2:13][CH2:14][NH:15][C:16](=[CH:17][N+:18](=[O:19])[O-:20])[NH:24][CH3:23])[n:10]1. Procedure: To a solution of 4.6 mL of (2-bromoethyl)benzene in 70 mL ethyl ether at −70° C. was added 41.5 mL of tert-butyllithium. The mixture was slowly allowed to warm to −30° C. over 2 h, then cooled to −60° C. and treated with 5.0 g of 2,4-dichloropyrimidine The reaction was again slowly allowed to warm to −30° C. over 2 h, then quenched by the addition of 1.94 mL of acetic acid and 0.30 mL of water in 5 mL tetrahydrofuran. The mixture was treated with 7.6 g of 2,3-dichloro-5,6-dicyano-1,4-benzoquinon... RXN SMILES: Br[CH2:2][CH2:3][C:4]1[CH:9]=[CH:8][CH:7]=[CH:6][CH:5]=1.C([Li])(C)(C)C.[Cl:15][C:16]1[N:21]=[C:20]([Cl:22])[CH:19]=[CH:18][N:17]=1>C(OCC)C>[Cl:15][C:16]1[N:21]=[C:20]([Cl:22])[CH:19]=[C:18]([CH2:2][CH2:3][C:4]2[CH:9]=[CH:8][CH:7]=[CH:6][CH:5]=2)[N:17]=1. The solvent is C(C)OCC (ethyl ether). Reaction conditions: temperature -30 celsius, time 5 minute. Yields the product ClC1=NC(=CC(=N1)Cl)CCC1=CC=CC=C1 (2,4-dichloro-6-phenethylpyrimidine). Starting materials: BrCCC1=CC=CC=C1 ((2-bromoethyl)benzene), C(C)(C)(C)[Li] (tert-butyllithium), ClC1=NC=CC(=N1)Cl (2,4-dichloropyrimidine). The product is C(#N)C=1C(=CC(=C(C1)[C@@]12N=C(SC[C@@H]1C[C@@H](OC2)COC)NC(C2=CC=CC=C2)=O)F)F (N-[(4aR,6R,8aS)-8a-(5-cyano-2,4-difluorophenyl)-6-(methoxymethyl)-4,4a,5,6,8,8a-hexahydropyrano[3,4-d][1,3]thiazin-2-yl]benzamide). Starting materials: BrC=1C(=CC(=C(C1)[C@@]12N=C(SC[C@@H]1C[C@@H](OC2)COC)NC(C2=CC=CC=C2)=O)F)F (N-[(4aR,6R,8aS)-8a-(5-Bromo-2,4-difluorophenyl)-6-(methoxymethyl)-4,4a,5,6,8,8a-hexahydropyrano[3,4-d][1,3]thiazin-2-yl]benzamide), C(C1=CC=CC=C1)OC[C@H]1CC2C(N=C(SC2)NC(C2=CC=CC=C2)=O)(CO1)C1=C(C=C(C(=C1)C#N)F)F (N-[(6R)-6-[(benzyloxy)methyl]-8a-(5-cyano-2,4-difluorophenyl)-4,4a,5,6,8,8a-hexahydropyrano[3,4-d][1,3]thiazin-2-yl]benzamide). Reported procedure: N-[(4aR,6R,8aS)-8a-(5-Bromo-2,4-difluorophenyl)-6-(methoxymethyl)-4,4a,5,6,8,8a-hexahydropyrano[3,4-d][1,3]thiazin-2-yl]benzamide (C15) was converted to the product using the method described for the synthesis of N-[(6R)-6-[(benzyloxy)methyl]-8a-(5-cyano-2,4-difluorophenyl)-4,4a,5,6,8,8a-hexahydropyrano[3,4-d][1,3]thiazin-2-yl]benzamide (C10) in Example 1. Yield: 92.0 mg, 0.209 mmol, 110%. LCMS m/z 458.2 [M+H+]. RXN SMILES: BrC1C(F)=CC(F)=C([C@]23CO[C@@H](COC)C[C@H]2CSC(NC(=O)C2C=CC=CC=2)=N3)C=1.[CH2:32]([O:39][CH2:40][C@@H:41]1[O:59][CH2:58][C:44]2([C:60]3[CH:65]=[C:64]([C:66]#[N:67])[C:63]([F:68])=[CH:62][C:61]=3[F:69])[N:45]=[C:46]([NH:49][C:50](=[O:57])[C:51]3[CH:56]=[CH:55][CH:54]=[CH:53][CH:52]=3)[S:47][CH2:48][CH:43]2[CH2:42]1)C1C=CC=CC=1>>[C:66]([C:64]1[C:63]([F:68])=[CH:62][C:61]([F:69])=[C:60]([C@:44]23[CH2:58][O:59][C@@H:41]([CH2:40][O:39][CH3:32])[CH2:42][C@H:43]2[CH2:48][S:47][C:46]([NH:49][C:50](=[O:57])[C:51]2[CH:56]=[CH:55][CH:54]=[CH:53][CH:52]=2)=[N:45]3)[CH:65]=1)#[N:67]. Reactants: C1(C=CC(N1)=O)=O (maleimide), C(C(=C)C)(=O)OC (methyl methacrylate). Reagents/catalysts: CC(C)(C#N)N=NC(C)(C)C#N (AIBN), C(CCCCCCCCCCC)S (dodecanethiol). Run in CN(C)C=O (DMF). The product is C1(C=CC(N1)=O)=O.COC(C(=C)C)=O (maleimide methylmethacrylate). Isolated yield 55.3%. RXN SMILES: [C:1]1(=[O:7])[NH:5][C:4](=[O:6])[CH:3]=[CH:2]1.[C:8]([O:13][CH3:14])(=[O:12])[C:9]([CH3:11])=[CH2:10]>CN(C=O)C.CC(N=NC(C#N)(C)C)(C#N)C.C(S)CCCCCCCCCCC>[C:4]1(=[O:6])[NH:5][C:1](=[O:7])[CH:2]=[CH:3]1.[CH3:14][O:13][C:8](=[O:12])[C:9]([CH3:11])=[CH2:10] |f:5.6|. Procedure: In a manner identical to Example 4, 10 g of maleimide, 10 g of methyl methacrylate, 0.8 g of AIBN, and 0.1 g of dodecanethiol were reacted in 20 g of DMF at 90° C. for 14 hr. to give 10.9 g of polymer (yield, 55% of theory). The relative viscosity, ηrel, was 1.10 (0.5 g of polymer per deciliter in dimethylformamide at 25° C.). Reactants: C(C1=CC=CC=C1)(=O)NC1=CC=C(C=C1)C1=CC=C2CN(C(C2=C1)=O)[C@H](C(=O)OC)C(C)C ((S)-Methyl 2-(6-(4-benzamidophenyl)-1-oxoisoindolin-2-yl)-3-methylbutanoate), NC1=CC=C(C=C1)C1=CC=C2CN(C(C2=C1)=O)[C@H](C(=O)OC)C(C)C ((S)-Methyl 2-(6-(4-aminophenyl)-1-oxoisoindolin-2-yl)-3-methylbutanoate), C(CC)C1=CC=C(C(=O)Cl)C=C1 (4-(n-propyl)benzoyl chloride). Yields the product CC([C@@H](C(=O)OC)N1C(C2=CC(=CC=C2C1)C1=CC=C(C=C1)NC(C1=CC=C(C=C1)CCC)=O)=O)C ((S)-Methyl 3-methyl-2-(1-oxo-6-(4-(4-propylbenzamido)phenyl)isoindolin-2-yl)butanoate). Yield: 91.0%. Reaction SMILES: [C:1]([NH:9][C:10]1[CH:15]=[CH:14][C:13]([C:16]2[CH:24]=[C:23]3[C:19]([CH2:20][N:21]([C@@H:26]([CH:31]([CH3:33])[CH3:32])[C:27]([O:29][CH3:30])=[O:28])[C:22]3=[O:25])=[CH:18][CH:17]=2)=[CH:12][CH:11]=1)(=[O:8])[C:2]1[CH:7]=[CH:6][CH:5]=[CH:4][CH:3]=1.N[C:35]1[CH:40]=CC(C2C=C3C(CN([C@@H](C(C)C)C(OC)=O)C3=O)=CC=2)=C[CH:36]=1.C(C1C=CC(C(Cl)=O)=CC=1)CC>>[CH3:32][CH:31]([CH3:33])[C@H:26]([N:21]1[CH2:20][C:19]2[C:23](=[CH:24][C:16]([C:13]3[CH:12]=[CH:11][C:10]([NH:9][C:1](=[O:8])[C:2]4[CH:3]=[CH:4][C:5]([CH2:36][CH2:35][CH3:40])=[CH:6][CH:7]=4)=[CH:15][CH:14]=3)=[CH:17][CH:18]=2)[C:22]1=[O:25])[C:27]([O:29][CH3:30])=[O:28]. Reported procedure: The compound of example 169 was prepared analogous to compound of example 97 by reaction of compound of example 6 with 4-(n-propyl)benzoyl chloride.